Dataset: the Open Reaction Database (ORD), a public repository of structured organic reaction records. Task: describe an organic reaction: reactants, conditions, products, and yield The reactants are N1C(=NC=C1)C(O)C1=CC(=CC=C1)C1=CC=NC=C1 (rac-(1H-imidazol-2-yl)-(3-pyridin-4-yl-phenyl)-methanol), C(C)[SiH](CC)CC (triethylsilane), FC(C(=O)O)(F)F (trifluoroacetic acid). Product: N1C(=NC=C1)CC=1C=C(C=CC1)C1=CC=NC=C1 (4-[3-(1H-Imidazol-2-ylmethyl)-phenyl]-pyridine). As a reaction SMILES: [NH:1]1[CH:5]=[CH:4][N:3]=[C:2]1[CH:6]([C:8]1[CH:13]=[CH:12][CH:11]=[C:10]([C:14]2[CH:19]=[CH:18][N:17]=[CH:16][CH:15]=2)[CH:9]=1)O.C([SiH](CC)CC)C.FC(F)(F)C(O)=O>>[NH:1]1[CH:5]=[CH:4][N:3]=[C:2]1[CH2:6][C:8]1[CH:9]=[C:10]([C:14]2[CH:19]=[CH:18][N:17]=[CH:16][CH:15]=2)[CH:11]=[CH:12][CH:13]=1. Procedure: 4-[3-(1H-Imidazol-2-ylmethyl)-phenyl]-pyridine was prepared from rac-(1H-imidazol-2-yl)-(3-pyridin-4-yl-phenyl)-methanol, triethylsilane and trifluoroacetic acid in analogy to Example 191e): white crystals; MS (ISP): 236.1 ([M+H]+, 100%). RXN SMILES: Br[C:2]1[CH:3]=[C:4]([F:24])[C:5]2[N:6]([C:17]([O:19][C:20]([CH3:23])([CH3:22])[CH3:21])=[O:18])[C:7]3[C:12]([S:13][C:14]=2[CH:15]=1)=[CH:11][C:10]([Br:16])=[CH:9][CH:8]=3.C1(C)C=CC=CC=1.C1C=CC(P(C2C(C3C(P(C4C=CC=CC=4)C4C=CC=CC=4)=CC=C4C=3C=CC=C4)=C3C(C=CC=C3)=CC=2)C2C=CC=CC=2)=CC=1.C([O-])([O-])=O.[Cs+].[Cs+].[NH:84]1[CH2:89][CH2:88][O:87][CH2:86][CH2:85]1>>[O:87]1[CH2:88][CH2:89][N:84]([C:2]2[CH:3]=[C:4]([F:24])[C:5]3[N:6]([C:17]([O:19][C:20]([CH3:21])([CH3:23])[CH3:22])=[O:18])[C:7]4[C:12]([S:13][C:14]=3[CH:15]=2)=[CH:11][C:10]([Br:16])=[CH:9][CH:8]=4)[CH2:85][CH2:86]1 |f:3.4.5|. The reactants are BrC=1C=C(C=2N(C3=CC=C(C=C3SC2C1)Br)C(=O)OC(C)(C)C)F (3,7-dibromo-1-fluoro-10-Boc-phenothiazine), C1(=CC=CC=C1)C (toluene), C=1C=CC(=CC1)P(C=2C=CC=CC2)C3=CC=C4C=CC=CC4=C3C5=C6C=CC=CC6=CC=C5P(C=7C=CC=CC7)C=8C=CC=CC8 (BINAP), C(=O)([O-])[O-].[Cs+].[Cs+] (Cs2CO3), N1CCOCC1 (morpholine). Reported procedure: To a stirred solution of 3,7-dibromo-1-fluoro-10-Boc-phenothiazine (8) (290 mg, 0.6 mmol) in toluene (10 mL) Pd(dba)2 (17.3 mg, 0.03 mmol), BINAP (13.5 mg, 0.02 mmol), Cs2CO3 (390 mg, 1.2 mmol) and morpholine (70 mg, 0.8 mmol) were added. The mixture was refluxed for 24 h. After that reaction mixture was filtered, solvent was removed under vacuum. Product was used without additional purification. Product: O1CCN(CC1)C=1C=C(C=2N(C3=CC=C(C=C3SC2C1)Br)C(=O)OC(C)(C)C)F (3-Morpholino-1-fluoro-7-bromo-10-Boc-phenothiazine). Starting materials: OC1=C(C=C(C2=CC=CC=C12)NS(=O)(=O)C=1SC=CC1)SCC(=O)O (2-(1-hydroxy-4-(thiophene-2-sulfonamido)naphthalen-2-ylthio)acetic acid), C(C=1C(S)=CC=CC1)(=O)O (thiosalicylic acid). Product: OC1=C(C=C(C2=CC=CC=C12)NS(=O)(=O)C=1SC=CC1)SC1=C(C(=O)O)C=CC=C1 (2-(1-hydroxy-4-(thiophene-2-sulfonamido)naphthalen-2-ylthio)benzoic acid), title compound. Isolated yield 99.0%. Reaction SMILES: [OH:1][C:2]1[C:11]2[C:6](=[CH:7][CH:8]=[CH:9][CH:10]=2)[C:5]([NH:12][S:13]([C:16]2[S:17][CH:18]=[CH:19][CH:20]=2)(=[O:15])=[O:14])=[CH:4][C:3]=1[S:21]CC(O)=O.[C:26]([OH:35])(=[O:34])[C:27]1[C:28](=[CH:30][CH:31]=[CH:32][CH:33]=1)S>>[OH:1][C:2]1[C:11]2[C:6](=[CH:7][CH:8]=[CH:9][CH:10]=2)[C:5]([NH:12][S:13]([C:16]2[S:17][CH:18]=[CH:19][CH:20]=2)(=[O:14])=[O:15])=[CH:4][C:3]=1[S:21][C:33]1[CH:32]=[CH:31][CH:30]=[CH:28][C:27]=1[C:26]([OH:35])=[O:34]. Reported procedure: 5.2.54 2-(1-hydroxy-4-(thiophene-2-sulfonamido)naphthalen-2-ylthio)benzoic acid (14l) was prepared according to the procedure of procedure B for 10a except using thiosalicylic acid, which afforded the title compound 19 mg (99%) as a white solid, m.p.: 215° C. (dec.). Reactants: [BH4-], CCOC(C)=O, CCO, NC1CCCc2ccccc21, O=Cc1cccc(-c2ccc(Cl)c(Cl)c2)c1, Cl, [Na+]. Yields the product Clc1ccc(-c2cccc(CNC3CCCc4ccccc43)c2)cc1Cl. As a reaction SMILES: [BH4-:28].[CH2:34]([O:35][C:36](=[O:37])[CH3:38])[CH3:39].[CH3:31][CH2:32][OH:33].[CH:17]1([NH2:27])[CH2:18][CH2:19][CH2:20][c:21]2[cH:22][cH:23][cH:24][cH:25][c:26]21.[Cl:1][c:2]1[cH:3][c:4](-[c:9]2[cH:10][c:11]([CH:15]=[O:16])[cH:12][cH:13][cH:14]2)[cH:5][cH:6][c:7]1[Cl:8].[ClH:30].[Na+:29]>>[Cl:1][c:2]1[cH:3][c:4](-[c:9]2[cH:10][c:11]([CH2:15][NH:27][CH:17]3[CH2:18][CH2:19][CH2:20][c:21]4[cH:22][cH:23][cH:24][cH:25][c:26]43)[cH:12][cH:13][cH:14]2)[cH:5][cH:6][c:7]1[Cl:8]. Reactants: C(C)(=O)N1CCC2(CC1)OC1=CC=C(C=C1C(C2)=O)C=2C=C(C#N)C=CC2 (3-(1′-acetyl-4-oxospiro[chroman-2,4′-piperidine]-6-yl)benzonitrile), C[Si](C)(C)N=C=N[Si](C)(C)C (Bis-trimethylsilylcarbodiimide). Reagents/catalysts: Cl[Ti](Cl)(Cl)Cl (TiCl4). The solvent is C(Cl)Cl (DCM). Run at time 1 hour. Product: C(C)(=O)N1CCC2(CC1)OC1=CC=C(C=C1C(C2)=NC#N)C2=CC(=CC=C2)C#N (N-(1′-acetyl-6-(3-cyanophenyl)spiro[chroman-2,4′-piperidine]-4-ylidene)cyanamide). RXN SMILES: [C:1]([N:4]1[CH2:9][CH2:8][C:7]2([CH2:18][C:17](=O)[C:16]3[C:11](=[CH:12][CH:13]=[C:14]([C:20]4[CH:21]=[C:22]([CH:25]=[CH:26][CH:27]=4)[C:23]#[N:24])[CH:15]=3)[O:10]2)[CH2:6][CH2:5]1)(=[O:3])[CH3:2].C[Si]([N:32]=[C:33]=[N:34][Si](C)(C)C)(C)C>C(Cl)Cl.Cl[Ti](Cl)(Cl)Cl>[C:1]([N:4]1[CH2:9][CH2:8][C:7]2([CH2:18][C:17](=[N:34][C:33]#[N:32])[C:16]3[C:11](=[CH:12][CH:13]=[C:14]([C:20]4[CH:27]=[CH:26][CH:25]=[C:22]([C:23]#[N:24])[CH:21]=4)[CH:15]=3)[O:10]2)[CH2:6][CH2:5]1)(=[O:3])[CH3:2]. Procedure: To a solution of 3-(1′-acetyl-4-oxospiro[chroman-2,4′-piperidine]-6-yl)benzonitrile (60 mg, 0.167 mmol) in anhydrous DCM (5 mL) under N2 atmosphere was added 1 M TiCl4 (in DCM, 0.35 mL, 0.35 mmol) dropwise within 15 min at room temperature. It was stirred another 1 h after the addition. To this mixture was added Bis-trimethylsilylcarbodiimide (0.086 mL, 0.367 mmol) dropwise. The resulting mixture was stirred overnight. The reaction mixture was quenched with ice-water (5 g), and stirred for 20 mi... Starting materials: CCOC(=O)c1cn(C(CCOS(C)(=O)=O)C(C)O[Si](C)(C)C(C)(C)C)cn1, O=C([O-])[O-], [K+], [K+], CN(C)C=O, O, Sc1ccc2ccccc2c1. Yields the product CCOC(=O)c1cn(C(CCSc2ccc3ccccc3c2)C(C)O[Si](C)(C)C(C)(C)C)cn1. As a reaction SMILES: [C:1]([CH3:2])([CH3:3])([CH3:4])[Si:5]([O:6][CH:7]([CH3:8])[CH:9]([CH2:10][CH2:11][O:12][S:13]([CH3:14])(=[O:15])=[O:16])[n:17]1[cH:18][n:19][c:20]([C:22](=[O:23])[O:24][CH2:25][CH3:26])[cH:21]1)([CH3:27])[CH3:28].[C:40](=[O:41])([O-:42])[O-:43].[K+:44].[K+:45].[O:47]=[CH:48][N:49]([CH3:50])[CH3:51].[OH2:46].[cH:29]1[c:30]([SH:39])[cH:31][cH:32][c:33]2[cH:34][cH:35][cH:36][cH:37][c:38]12>>[C:1]([CH3:2])([CH3:3])([CH3:4])[Si:5]([O:6][CH:7]([CH3:8])[CH:9]([CH2:10][CH2:11][S:39][c:30]1[cH:29][c:38]2[c:33]([cH:32][cH:31]1)[cH:34][cH:35][cH:36][cH:37]2)[n:17]1[cH:18][n:19][c:20]([C:22](=[O:23])[O:24][CH2:25][CH3:26])[cH:21]1)([CH3:27])[CH3:28].